This data is from the Open Reaction Database (ORD), a public repository of structured organic reaction records. The task is: describe an organic reaction: reactants, conditions, products, and yield The reactants are O=C([O-])C(O)C(O)C(=O)[O-], C1CCOC1, CON(C)C(=O)c1ccc2ncc(-c3ccccc3)nc2c1, CC(C)C[AlH]CC(C)C, [K+], [Na+]. Product: O=Cc1ccc2ncc(-c3ccccc3)nc2c1. Reaction SMILES: [C:32]([CH:33]([CH:34]([C:35]([O-:36])=[O:37])[OH:38])[OH:39])([O-:40])=[O:41].[CH2:44]1[O:45][CH2:46][CH2:47][CH2:48]1.[CH3:10][O:11][N:12]([C:13](=[O:14])[c:15]1[cH:16][c:17]2[n:18][c:19](-[c:25]3[cH:26][cH:27][cH:28][cH:29][cH:30]3)[cH:20][n:21][c:22]2[cH:23][cH:24]1)[CH3:31].[CH3:1][CH:2]([CH2:3][AlH:4][CH2:5][CH:6]([CH3:7])[CH3:8])[CH3:9].[K+:43].[Na+:42]>>[CH:13](=[O:14])[c:15]1[cH:16][c:17]2[n:18][c:19](-[c:25]3[cH:26][cH:27][cH:28][cH:29][cH:30]3)[cH:20][n:21][c:22]2[cH:23][cH:24]1.